Dataset: the Open Reaction Database (ORD), a public repository of structured organic reaction records. Task: describe an organic reaction: reactants, conditions, products, and yield Starting materials: COc1ccc(C#Cc2ccc(Br)cc2)cc1, CCCCCC1CCC(=O)CC1, CCCCCC1CCC(O)(c2ccc(C#Cc3ccc(OC)cc3)cc2)CC1, Cc1ccccc1, O, Cc1ccc(S(=O)(=O)O)cc1. The product is CCCCCC1CC=C(c2ccc(C#Cc3ccc(OC)cc3)cc2)CC1. RXN SMILES: [Br:29][c:30]1[cH:31][cH:32][c:33]([C:34]#[C:35][c:36]2[cH:37][cH:38][c:39]([O:40][CH3:41])[cH:42][cH:43]2)[cH:44][cH:45]1.[CH2:46]([CH:47]1[CH2:48][CH2:49][C:50](=[O:51])[CH2:52][CH2:53]1)[CH2:54][CH2:55][CH2:56][CH3:57].[CH3:1][O:2][c:3]1[cH:4][cH:5][c:6]([C:9]#[C:10][c:11]2[cH:12][cH:13][c:14]([C:17]3([OH:28])[CH2:18][CH2:19][CH:20]([CH2:23][CH2:24][CH2:25][CH2:26][CH3:27])[CH2:21][CH2:22]3)[cH:15][cH:16]2)[cH:7][cH:8]1.[CH3:69][c:70]1[cH:71][cH:72][cH:73][cH:74][cH:75]1.[OH2:76].[c:58]1([CH3:59])[cH:60][cH:61][c:62]([S:63]([OH:64])(=[O:65])=[O:66])[cH:67][cH:68]1>>[CH3:1][O:2][c:3]1[cH:4][cH:5][c:6]([C:9]#[C:10][c:11]2[cH:12][cH:13][c:14]([C:17]3=[CH:18][CH2:19][CH:20]([CH2:23][CH2:24][CH2:25][CH2:26][CH3:27])[CH2:21][CH2:22]3)[cH:15][cH:16]2)[cH:7][cH:8]1. Starting materials: FC(C)(F)C1=CC=C(O1)CN1N=CC(=C1)N (1-[5-(1,1-difluoro-ethyl)-furan-2-ylmethyl]-1H-pyrazol-4-ylamine), C1(=CC=CC=C1)C1=C(N=CO1)C(=O)O (5-phenyl-oxazole-4-carboxylic acid). Procedure details: Following general procedure B, starting from 1-[5-(1,1-difluoro-ethyl)-furan-2-ylmethyl]-1H-pyrazol-4-ylamine and 5-phenyl-oxazole-4-carboxylic acid. As a reaction SMILES: [F:1][C:2]([C:5]1[O:9][C:8]([CH2:10][N:11]2[CH:15]=[C:14]([NH2:16])[CH:13]=[N:12]2)=[CH:7][CH:6]=1)([F:4])[CH3:3].[C:17]1([C:23]2[O:27][CH:26]=[N:25][C:24]=2[C:28](O)=[O:29])[CH:22]=[CH:21][CH:20]=[CH:19][CH:18]=1>>[F:4][C:2]([C:5]1[O:9][C:8]([CH2:10][N:11]2[CH:15]=[C:14]([NH:16][C:28]([C:24]3[N:25]=[CH:26][O:27][C:23]=3[C:17]3[CH:18]=[CH:19][CH:20]=[CH:21][CH:22]=3)=[O:29])[CH:13]=[N:12]2)=[CH:7][CH:6]=1)([F:1])[CH3:3]. The product is FC(C)(F)C1=CC=C(O1)CN1N=CC(=C1)NC(=O)C=1N=COC1C1=CC=CC=C1 (5-Phenyl-oxazole-4-carboxylic acid {1-[5-(1,1-difluoro-ethyl)-furan-2-ylmethyl]-1H-pyrazol-4-yl}-amide).